This data is from the Open Reaction Database (ORD), a public repository of structured organic reaction records. The task is: describe an organic reaction: reactants, conditions, products, and yield Reactants: [BH3-]C#N.[Na+] (NaCNBH3), NC1=C(C=CC(N1C1CCC(CC1)=O)=O)C(C1=CC=C(C=C1)F)=O (6-Amino-5-(4-fluorobenzoyl)-1-(4-oxo-cyclohexyl)-1H-pyridin-2-one), C1(CCCC1)OC([C@@H](N)CC1=CC=CC=C1)=O (L-phenylalanine cyclopentyl ester), N#N (N2). Solvent: CO (MeOH), CC(=O)O (AcOH). Run at time 1 hour. Yields the product NC1=C(C=CC(N1C1CCC(CC1)N[C@H](C(=O)OC1CCCC1)CC1=CC=CC=C1)=O)C(C1=CC=C(C=C1)F)=O (Cyclopentyl(S)-2-{4-[6-Amino-5-(4-fluorobenzoyl)-2-oxo-2H-pyridin-1-yl]cyclohexyl amino}-3-phenylpropionate). RXN SMILES: [NH2:1][C:2]1[N:7]([CH:8]2[CH2:13][CH2:12][C:11](=O)[CH2:10][CH2:9]2)[C:6](=[O:15])[CH:5]=[CH:4][C:3]=1[C:16](=[O:24])[C:17]1[CH:22]=[CH:21][C:20]([F:23])=[CH:19][CH:18]=1.[CH:25]1([O:30][C:31](=[O:41])[C@H:32]([CH2:34][C:35]2[CH:40]=[CH:39][CH:38]=[CH:37][CH:36]=2)[NH2:33])[CH2:29][CH2:28][CH2:27][CH2:26]1.N#N.[BH3-]C#N.[Na+]>CO.CC(O)=O>[NH2:1][C:2]1[N:7]([CH:8]2[CH2:13][CH2:12][CH:11]([NH:33][C@@H:32]([CH2:34][C:35]3[CH:40]=[CH:39][CH:38]=[CH:37][CH:36]=3)[C:31]([O:30][CH:25]3[CH2:26][CH2:27][CH2:28][CH2:29]3)=[O:41])[CH2:10][CH2:9]2)[C:6](=[O:15])[CH:5]=[CH:4][C:3]=1[C:16](=[O:24])[C:17]1[CH:18]=[CH:19][C:20]([F:23])=[CH:21][CH:22]=1 |f:3.4|. Procedure details: Intermediate 6 (50 mg, 0.15 mmol) was added to a colourless solution of L-phenylalanine cyclopentyl ester (89 mg, 0.38 mmol) in MeOH (10 ml) at RT/N2 and stirred at RT for 1 h. AcOH glacial was added dropwise to adjust the pH to 6 followed by the NaCNBH3 (38 mg, 0.61 mmol). The resultant colourless solution was stirred at RT overnight and then carefully quenched with sat. NaHCO3 (20 ml) and extracted into CH2Cl2 (3×15 ml). The combined organic phases were washed with 2M HCl (2×20 ml), brine (20 ...